Task: describe an organic reaction: reactants, conditions, products, and yield. Dataset: the Open Reaction Database (ORD), a public repository of structured organic reaction records The reactants are O=C(O)C(=O)c1ccccc1, Cc1ccc(N)cn1, [Cl-]. Yields the product Cc1ccc(NC(=O)C(=O)c2ccccc2)cn1. RXN SMILES: [C:10]([c:11]1[cH:12][cH:13][cH:14][cH:15][cH:16]1)(=[O:17])[C:18](=[O:19])[OH:20].[CH3:1][c:2]1[cH:3][cH:4][c:5]([NH2:8])[cH:6][n:7]1.[Cl-:9]>>[CH3:1][c:2]1[cH:3][cH:4][c:5]([NH:8][C:18]([C:10]([c:11]2[cH:12][cH:13][cH:14][cH:15][cH:16]2)=[O:17])=[O:19])[cH:6][n:7]1. Starting materials: ClC1=C(C=CC=C1)C1=CC=C(C=C1)C(C)SCC(=O)O ([1-(2'-chloro-4-biphenylyl)-ethylthio]-acetic acid), OO (hydrogen peroxide), O (water). Run in C(C)(=O)O (acetic acid). Reaction conditions: time 8 hour. Product: ClC1=C(C=CC=C1)C1=CC=C(C=C1)C(C)S(=O)CC(=O)O ([1-(2'-Chloro-4-biphenylyl)-ethylsulfinyl]-acetic acid). Reaction SMILES: [Cl:1][C:2]1[CH:7]=[CH:6][CH:5]=[CH:4][C:3]=1[C:8]1[CH:13]=[CH:12][C:11]([CH:14]([S:16][CH2:17][C:18]([OH:20])=[O:19])[CH3:15])=[CH:10][CH:9]=1.[OH:21]O.O>C(O)(=O)C>[Cl:1][C:2]1[CH:7]=[CH:6][CH:5]=[CH:4][C:3]=1[C:8]1[CH:13]=[CH:12][C:11]([CH:14]([S:16]([CH2:17][C:18]([OH:20])=[O:19])=[O:21])[CH3:15])=[CH:10][CH:9]=1. Procedure details: 50 gm (0.163 mol) of [1-(2'-chloro-4-biphenylyl)-ethylthio]-acetic acid were suspended in 163 ml of glacial acetic acid and 16.0 gm (0.171 mol) of 36.3% hydrogen peroxide were added dropwise to the suspension at 10° C. while vigorously stirring. Afterwards, the mixture was allowed to stand overnight at room temperature, during which time the starting compound dissolved. Subsequently, 500 ml of water were added, the reaction product was extracted with ethyl acetate, and the organic solvent was re... Starting materials: CCOC(=O)Cc1ccc(CNC(=O)c2cc(C(=O)NCc3ccc(F)c(C)c3)ncn2)cc1, [Na+], [OH-], O. Product: Cc1cc(CNC(=O)c2cc(C(=O)NCc3ccc(CC(=O)O)cc3)ncn2)ccc1F. As a reaction SMILES: [F:1][c:2]1[c:3]([CH3:34])[cH:4][c:5]([CH2:6][NH:7][C:8](=[O:9])[c:10]2[cH:11][c:12]([C:16](=[O:17])[NH:18][CH2:19][c:20]3[cH:21][cH:22][c:23]([CH2:26][C:27](=[O:28])[O:29][CH2:30][CH3:31])[cH:24][cH:25]3)[n:13][cH:14][n:15]2)[cH:32][cH:33]1.[Na+:36].[OH-:35].[OH2:37]>>[F:1][c:2]1[c:3]([CH3:34])[cH:4][c:5]([CH2:6][NH:7][C:8](=[O:9])[c:10]2[cH:11][c:12]([C:16](=[O:17])[NH:18][CH2:19][c:20]3[cH:21][cH:22][c:23]([CH2:26][C:27](=[O:28])[OH:29])[cH:24][cH:25]3)[n:13][cH:14][n:15]2)[cH:32][cH:33]1. The reactants are BrCCCBr (1,3-dibromopropane), S1C2=C(C=C1C=CC=1SC=CC1)C=CC=C2 (2-[2-(benzo[b]thiophen-2-yl)-ethenyl]thiophene), O1CCCC1 (tetrahydrofuran), C1(=CC=CC=C1)[Li] (phenyl lithium), solution. Run in C1CCCCC1 (cyclohexane). Reaction conditions: time 1 hour. Product: S1C2=C(C=C1C=CC1=CC=C(S1)CCCBr)C=CC=C2 (5-[2-(Benzo[b]thiophen-2-yl)ethenyl]-2-(3-bromopropyl)thiophene). Yield: 17.7%. As a reaction SMILES: [S:1]1[C:5]([CH:6]=[CH:7][C:8]2[S:9][CH:10]=[CH:11][CH:12]=2)=[CH:4][C:3]2[CH:13]=[CH:14][CH:15]=[CH:16][C:2]1=2.O1CCCC1.C1([Li])C=CC=CC=1.[Br:29][CH2:30][CH2:31][CH2:32]Br>C1CCCCC1>[S:1]1[C:5]([CH:6]=[CH:7][C:8]2[S:9][C:10]([CH2:32][CH2:31][CH2:30][Br:29])=[CH:11][CH:12]=2)=[CH:4][C:3]2[CH:13]=[CH:14][CH:15]=[CH:16][C:2]1=2. Reported procedure: To a stirred, chilled (-65° C.) solution of 2-[2-(benzo[b]thiophen-2-yl)-ethenyl]thiophene (8.1 g) and tetrahydrofuran (100 ml) was added over 15 mins phenyl lithium (18 ml of a 2.0M solution in cyclohexane). The mixture was stirred for 1 hr, and 1,3-dibromopropane (40.5 g) was added. The solution was allowed to warm to room temperature, and was refluxed overnight. The reaction mixture was quenched with methanol (30 ml) and water (100 ml). The organic phase was evaporated in vacuo, and the resid...